Dataset: the Open Reaction Database (ORD), a public repository of structured organic reaction records. Task: describe an organic reaction: reactants, conditions, products, and yield Reactants: FC=1C=CC(=C(C1)CC(=O)O)C(F)(F)F (5-fluoro-2-(trifluoromethyl)phenylacetic acid), C(C1=CC=CC=C1)O (benzyl alcohol). Yields the product C(C1=CC=CC=C1)OC=1C=CC(=C(C1)CC(=O)O)C(F)(F)F ((5-Benzyloxy-2-trifluoromethyl-phenyl)-acetic acid). RXN SMILES: F[C:2]1[CH:3]=[CH:4][C:5]([C:12]([F:15])([F:14])[F:13])=[C:6]([CH2:8][C:9]([OH:11])=[O:10])[CH:7]=1.[CH2:16]([OH:23])[C:17]1[CH:22]=[CH:21][CH:20]=[CH:19][CH:18]=1>>[CH2:16]([O:23][C:2]1[CH:3]=[CH:4][C:5]([C:12]([F:15])([F:14])[F:13])=[C:6]([CH2:8][C:9]([OH:11])=[O:10])[CH:7]=1)[C:17]1[CH:22]=[CH:21][CH:20]=[CH:19][CH:18]=1. Procedure details: Prepared according to the procedure described in Example 185, Step 1, using the following starting materials: 5-fluoro-2-(trifluoromethyl)phenylacetic acid and benzyl alcohol. Starting materials: [N+](=O)([O-])C=1C=C(C(=O)O)C=C(C1OC1=CC=CC=C1)S(N)(=O)=O (3-nitro-4-phenoxy-5-sulphamyl-benzoic acid), S(=O)(Cl)Cl (thionyl chloride). The product is [N+](=O)([O-])C=1C=C(C(=O)Cl)C=C(C1OC1=CC=CC=C1)S(N)(=O)=O (3-nitro-4-phenoxy-5-sulphamyl-benzoyl chloride). RXN SMILES: [N+:1]([C:4]1[CH:5]=[C:6]([CH:10]=[C:11]([S:20](=[O:23])(=[O:22])[NH2:21])[C:12]=1[O:13][C:14]1[CH:19]=[CH:18][CH:17]=[CH:16][CH:15]=1)[C:7](O)=[O:8])([O-:3])=[O:2].S(Cl)([Cl:26])=O>>[N+:1]([C:4]1[CH:5]=[C:6]([CH:10]=[C:11]([S:20](=[O:23])(=[O:22])[NH2:21])[C:12]=1[O:13][C:14]1[CH:19]=[CH:18][CH:17]=[CH:16][CH:15]=1)[C:7]([Cl:26])=[O:8])([O-:3])=[O:2]. Procedure: A mixture of 3-nitro-4-phenoxy-5-sulphamyl-benzoic acid (5g) and thionyl chloride (50 ml) was heated on a steam bath for 5 hours. After evaporation in vacuo to dryness, the compound was obtained as a crude product, which was used in the next step without further purification. The reactants are C([O-])([O-])=O.[K+].[K+] (Potassium carbonate), BrC=1C=C(C(CBr)=O)C=CC1 (3-bromophenacyl bromide), C(C=C)NCC=C (Diallylamine). Solvent: C(C)#N (acetonitrile). Reaction conditions: temperature 0 celsius. The product is BrC=1C=C(C=CC1)C(CN(CC=C)CC=C)=O (1-(3-Bromophenyl)-2-(diallylamino)ethanone). Isolated yield 97.6%. Reaction SMILES: C(=O)([O-])[O-].[K+].[K+].[Br:7][C:8]1[CH:9]=[C:10]([CH:15]=[CH:16][CH:17]=1)[C:11](=[O:14])[CH2:12]Br.[CH2:18]([NH:21][CH2:22][CH:23]=[CH2:24])[CH:19]=[CH2:20]>C(#N)C>[Br:7][C:8]1[CH:9]=[C:10]([C:11](=[O:14])[CH2:12][N:21]([CH2:22][CH:23]=[CH2:24])[CH2:18][CH:19]=[CH2:20])[CH:15]=[CH:16][CH:17]=1 |f:0.1.2|. Procedure: Potassium carbonate (38.8 g, 281 mmol) is added to 3-bromophenacyl bromide (60 g 216 mmol) in acetonitrile (430 mL), and the mixture is cooled under nitrogen to 0° C. Diallylamine (34.6 mL, 280.63 mmol) is added drop wise over 1 hour and the reaction is allowed to warm to 22° C. overnight. The crude reaction mixture is concentrated and the residue is partitioned in water (300 mL) and MTBE (300 mL). The aqueous layer is discarded and the organic layer is washed with water (100 mL, 2×) and with br... The reactants are C(C)OC(=O)CC=1N2C(SC1)=CN=C2 (3-ethoxycarbonylmethylimidazo[5,1-b]thiazole), Cl.NO (hydroxylamine hydrochloride), [O-]CC.[Na+] (sodium ethoxide), Cl (hydrochloric acid). Run in C(C)O (ethanol). Reaction conditions: time 2 hour. Product: ONC(=O)CC=1N2C(SC1)=CN=C2 (3-(hydroxyaminocarbonyl)methylimidazo[5,1-b]thiazole). Isolated yield 73.1%. As a reaction SMILES: C([O:3][C:4]([CH2:6][C:7]1[N:8]2[CH:14]=[N:13][CH:12]=[C:9]2[S:10][CH:11]=1)=O)C.Cl.[NH2:16][OH:17].[O-]CC.[Na+].Cl>C(O)C>[OH:17][NH:16][C:4]([CH2:6][C:7]1[N:8]2[CH:14]=[N:13][CH:12]=[C:9]2[S:10][CH:11]=1)=[O:3] |f:1.2,3.4|. Reported procedure: To 2 ml of an ethanol solution containing 204.3 mg of 3-ethoxycarbonylmethylimidazo[5,1-b]thiazole, 108.2 mg of hydroxylamine hydrochloride and 210.2 mg of a sodium ethoxide powder were added, and the mixture was then stirred at room temperature for 2 hours. Under ice-cooling, 0.4 ml of 1N hydrochloric acid was added to the reaction solution to neutralize the solution. The solvent was evaporated under reduced pressure, and the resulting residue was purified by Diaion HP-20 Resin to obtain 140 mg... The reactants are CC(=O)O, CC(=O)OC(C)=O, Nc1ccc(S(=O)(=O)C(F)(F)F)cc1. The product is CC(=O)Nc1ccc(S(=O)(=O)C(F)(F)F)cc1. RXN SMILES: [C:22]([OH:23])(=[O:24])[CH3:25].[CH3:15][C:16](=[O:17])[O:18][C:19]([CH3:20])=[O:21].[F:1][C:2]([S:3](=[O:4])(=[O:5])[c:6]1[cH:7][cH:8][c:9]([NH2:12])[cH:10][cH:11]1)([F:13])[F:14]>>[F:1][C:2]([S:3](=[O:4])(=[O:5])[c:6]1[cH:7][cH:8][c:9]([NH:12][C:16]([CH3:15])=[O:17])[cH:10][cH:11]1)([F:13])[F:14].